Dataset: the Open Reaction Database (ORD), a public repository of structured organic reaction records. Task: describe an organic reaction: reactants, conditions, products, and yield Starting materials: BrCc1ccccc1, CCOC(=O)c1[nH]c2ccccc2c1OC, CN(C)C=O, [Na]. Yields the product CCOC(=O)c1c(OC)c2ccccc2n1Cc1ccccc1. RXN SMILES: [Br:18][CH2:19][c:20]1[cH:21][cH:22][cH:23][cH:24][cH:25]1.[CH2:2]([CH3:3])[O:4][C:5](=[O:6])[c:7]1[nH:8][c:9]2[cH:10][cH:11][cH:12][cH:13][c:14]2[c:15]1[O:16][CH3:17].[CH3:26][N:27]([CH3:28])[CH:29]=[O:30].[Na:1]>>[CH2:2]([CH3:3])[O:4][C:5](=[O:6])[c:7]1[n:8]([CH2:19][c:20]2[cH:21][cH:22][cH:23][cH:24][cH:25]2)[c:9]2[cH:10][cH:11][cH:12][cH:13][c:14]2[c:15]1[O:16][CH3:17]. Starting materials: O=C1C2=C(OC3=C(C1)C=CC=C3)C=C(C=C2)C(C(=O)OC)C (methyl 2-(10,11-dihydro-11-oxo dibenzo[b,f]-oxepin-3-yl)-propionate), zinc amalgam, Cl (hydochloric acid), O (water). The solvent is C1(=CC=CC=C1)C (toluene). Run at time 1 hour. Yields the product C1=CC(=CC=2OC3=C(CCC21)C=CC=C3)C(C(=O)OC)C (methyl 2-(10,11-dihydro dibenzo[b,f]oxepin-3-yl)-propionate). The yield is 33.1%. As a reaction SMILES: O=[C:2]1[CH2:8][C:7]2[CH:9]=[CH:10][CH:11]=[CH:12][C:6]=2[O:5][C:4]2[CH:13]=[C:14]([CH:17]([CH3:22])[C:18]([O:20][CH3:21])=[O:19])[CH:15]=[CH:16][C:3]1=2.Cl.O>C1(C)C=CC=CC=1>[CH:16]1[C:3]2[CH2:2][CH2:8][C:7]3[CH:9]=[CH:10][CH:11]=[CH:12][C:6]=3[O:5][C:4]=2[CH:13]=[C:14]([CH:17]([CH3:22])[C:18]([O:20][CH3:21])=[O:19])[CH:15]=1. Procedure: To 95 mg of methyl 2-(10,11-dihydro-11-oxo dibenzo[b,f]-oxepin-3-yl)-propionate in 1 ml of toluene were added a small amount of zinc-amalgam, 0.3 ml of conc. hydochloric acid and 0.2 ml of water, and the mixture was refluxed with stirring for 1 hour. After cooling, the mixture was filtered and the filtrate was extracted with benzene. The extract was washed with saturated sodium chloride solution and dried over anhydrous sodium sulfate. The solvent was distilled off to obtain pale yellow oil, whi... The reactants are CC=1C(=CNC1C(C1=CC=CC=C1)=O)C(=O)OCC (Ethyl 4-methyl-5-benzoylpyrrole-3-carboxylate), [OH-].[Na+] (sodium hydroxide). Run in CO (methanol). Yields the product CC=1C(=CNC1C(C1=CC=CC=C1)=O)C(=O)O (4-methyl-5-benzoylpyrrole-3-carboxylic acid). The yield is 88.4%. RXN SMILES: [CH3:1][C:2]1[C:3]([C:15]([O:17]CC)=[O:16])=[CH:4][NH:5][C:6]=1[C:7](=[O:14])[C:8]1[CH:13]=[CH:12][CH:11]=[CH:10][CH:9]=1.[OH-].[Na+]>CO>[CH3:1][C:2]1[C:3]([C:15]([OH:17])=[O:16])=[CH:4][NH:5][C:6]=1[C:7](=[O:14])[C:8]1[CH:13]=[CH:12][CH:11]=[CH:10][CH:9]=1 |f:1.2|. Procedure details: Ethyl 4-methyl-5-benzoylpyrrole-3-carboxylate (0.8 g.) was combined with 20 ml. of methanol and 15 ml. of 1 N sodium hydroxide and boiled in an open flask for 1.5 hours on a steam bath. The aqueous residue was cooled, extracted with 10 ml. of ether, and acidified with conc. hydrochloric acid to yield crystalline 4-methyl-5-benzoylpyrrole-3-carboxylic acid (630 mg., m.p. 241°-243° C., m/e 229). Starting materials: diazonium, S(O)(O)(=O)=O (sulfuric acid), NC1=CC(=CC2=C1C(=NS2(=O)=O)C2=CC=CC=C2)C(=O)O (4-amino-6-carboxy-3-phenyl-1,2-benzisothiazole 1,1-dioxide), O (water), amine, N(=O)[O-].[Na+] (sodium nitrite), O (water). The product is C(C1=CC=CC=C1)(=O)C1=C(C=C(C(=O)O)C=C1S(N)(=O)=O)O (4-benzoyl-3-hydroxy-5-sulfamylbenzoic acid), hemihydrate. As a reaction SMILES: S(=O)(=O)(O)[OH:2].N[C:7]1[C:12]2[C:13]([C:18]3[CH:23]=[CH:22][CH:21]=[CH:20][CH:19]=3)=[N:14][S:15](=[O:17])(=[O:16])[C:11]=2[CH:10]=[C:9]([C:24]([OH:26])=[O:25])[CH:8]=1.N([O-])=O.[Na+].[OH2:31]>>[C:13]([C:12]1[C:11]([S:15](=[O:17])(=[O:16])[NH2:14])=[CH:10][C:9]([C:24]([OH:26])=[O:25])=[CH:8][C:7]=1[OH:2])(=[O:31])[C:18]1[CH:23]=[CH:22][CH:21]=[CH:20][CH:19]=1 |f:2.3|. Procedure details: To a stirred mixture of conc. sulfuric acid (125 ml) and water (40 ml), 4-amino-6-carboxy-3-phenyl-1,2-benzisothiazole 1,1-dioxide (15.1 g) is added in portions. The resulting solution is cooled to 0° -5° C. and the amine is diazotized by the dropwise addition of a solution of sodium nitrite (3.8 g) in water (40 ml). The diazonium-mixture is then heated on a steam bath for 2-3 hours until the nitrogen evolution has ceased. After cooling and dilution with water (about 200 ml), the resulting preci...